describe an organic reaction: reactants, conditions, products, and yield From a dataset of the Open Reaction Database (ORD), a public repository of structured organic reaction records. The reactants are ClC=1C=C(C=CC1)C1=CC(N(C2=CC=C(C=C12)C(C1=CC=C(C#N)C=C1)(C1=CN=CN1C)O)C)=O ((±)-4-[[4-(3-chlorophenyl)-1,2-dihydro-1-methyl-2-oxo-6-quinolinyl]hydroxy(1-methyl-1H-imidazol-5yl)methyl]benzonitrile), S(=O)(Cl)Cl (thionyl chloride). Run at time 2 hour. Yields the product ClC(C1=CC=C(C#N)C=C1)(C1=CN=CN1C)C=1C=C2C(=CC(N(C2=CC1)C)=O)C1=CC(=CC=C1)Cl (4-[chloro[4-(3-chlorophenyl)-1,2-dihydro-1-methyl-2-oxo-6-quinolinyl](1-methyl-1H-imidazol-5-yl)methyl]-benzonitrile). As a reaction SMILES: [Cl:1][C:2]1[CH:3]=[C:4]([C:8]2[C:17]3[C:12](=[CH:13][CH:14]=[C:15]([C:18](O)([C:27]4[N:31]([CH3:32])[CH:30]=[N:29][CH:28]=4)[C:19]4[CH:26]=[CH:25][C:22]([C:23]#[N:24])=[CH:21][CH:20]=4)[CH:16]=3)[N:11]([CH3:34])[C:10](=[O:35])[CH:9]=2)[CH:5]=[CH:6][CH:7]=1.S(Cl)([Cl:38])=O>>[Cl:38][C:18]([C:15]1[CH:16]=[C:17]2[C:12](=[CH:13][CH:14]=1)[N:11]([CH3:34])[C:10](=[O:35])[CH:9]=[C:8]2[C:4]1[CH:5]=[CH:6][CH:7]=[C:2]([Cl:1])[CH:3]=1)([C:27]1[N:31]([CH3:32])[CH:30]=[N:29][CH:28]=1)[C:19]1[CH:20]=[CH:21][C:22]([C:23]#[N:24])=[CH:25][CH:26]=1. Procedure: A mixture of (±)-4-[[4-(3-chlorophenyl)-1,2-dihydro-1-methyl-2-oxo-6-quinolinyl]hydroxy(1-methyl-1H-imidazol-5yl)methyl]benzonitrile (0.00121 mol), obtained in stage b), in thionyl chloride (6 ml) was stirred at room temperature for 2 hours. The solvent was evaporated. The residue was taken up in DCM. The solvent was evaporated till dryness, yielding 4-[chloro[4-(3-chlorophenyl)-1,2-dihydro-1-methyl-2-oxo-6-quinolinyl](1-methyl-1H-imidazol-5-yl)methyl]-benzonitrile. The product was used without ...